From a dataset of the Open Reaction Database (ORD), a public repository of structured organic reaction records. describe an organic reaction: reactants, conditions, products, and yield Reactants: CCCCOCCOc1ccc(-c2ccc3c(c2)C=C(C(=O)OC)CCN3Cc2nnn[nH]2)cc1, C1CCOC1, Cl, [Na+], [OH-]. Product: CCCCOCCOc1ccc(-c2ccc3c(c2)C=C(C(=O)O)CCN3Cc2nnn[nH]2)cc1. RXN SMILES: [CH2:1]([CH2:2][CH2:3][CH3:4])[O:5][CH2:6][CH2:7][O:8][c:9]1[cH:10][cH:11][c:12](-[c:15]2[cH:16][cH:17][c:18]3[c:19]([cH:35]2)[CH:20]=[C:21]([C:31](=[O:32])[O:33][CH3:34])[CH2:22][CH2:23][N:24]3[CH2:25][c:26]2[n:27][n:28][n:29][nH:30]2)[cH:13][cH:14]1.[CH2:39]1[O:40][CH2:41][CH2:42][CH2:43]1.[ClH:38].[Na+:37].[OH-:36]>>[CH2:1]([CH2:2][CH2:3][CH3:4])[O:5][CH2:6][CH2:7][O:8][c:9]1[cH:10][cH:11][c:12](-[c:15]2[cH:16][cH:17][c:18]3[c:19]([cH:35]2)[CH:20]=[C:21]([C:31](=[O:32])[OH:33])[CH2:22][CH2:23][N:24]3[CH2:25][c:26]2[n:27][n:28][n:29][nH:30]2)[cH:13][cH:14]1. Starting materials: C(C1=CC=CC=C1)NCCC(=O)NC1=CC=C(C=C1)C=1C(CC(NN1)=O)C (6-[4-(3-benzylaminopropionamido)phenyl]-5-methyl-4,5-dihydro-3(2H)-pyridazinone), C1(CC1)COCCC1=CC=C(OCC2CO2)C=C1 (1-[4-[2-(cyclopropylmethoxy)ethyl]phenoxy]-2,3-epoxypropane). The solvent is C(CC)O (n-propanol). Product: OC(CNCCC(=O)NC1=CC=C(C=C1)C=1C(CC(NN1)=O)C)C(OC1=CC=C(C=C1)CCOCC1CC1)CC1=CC=CC=C1 (6-[4-[3-[2-hydroxy-3-[4-(2-(cyclopropylmethoxy)ethyl]phenoxy]-N-benzylpropylamino]propionamido]phenyl]-5-methyl-4,5-dihydro-3(2H)-pyridazinone). Reaction SMILES: [CH2:1]([NH:8][CH2:9][CH2:10][C:11]([NH:13][C:14]1[CH:19]=[CH:18][C:17]([C:20]2[CH:21]([CH3:27])[CH2:22][C:23](=[O:26])[NH:24][N:25]=2)=[CH:16][CH:15]=1)=[O:12])C1C=CC=CC=1.[CH:28]1([CH2:31][O:32][CH2:33][CH2:34][C:35]2[CH:45]=[CH:44][C:38]([O:39][CH2:40][CH:41]3[O:43]C3)=[CH:37][CH:36]=2)[CH2:30][CH2:29]1>C(O)CC>[OH:43][CH:41]([CH:40]([CH2:20][C:17]1[CH:18]=[CH:19][CH:14]=[CH:15][CH:16]=1)[O:39][C:38]1[CH:37]=[CH:36][C:35]([CH2:34][CH2:33][O:32][CH2:31][CH:28]2[CH2:29][CH2:30]2)=[CH:45][CH:44]=1)[CH2:1][NH:8][CH2:9][CH2:10][C:11]([NH:13][C:14]1[CH:15]=[CH:16][C:17]([C:20]2[CH:21]([CH3:27])[CH2:22][C:23](=[O:26])[NH:24][N:25]=2)=[CH:18][CH:19]=1)=[O:12]. Procedure: A mixture of 6-[4-(3-benzylaminopropionamido)phenyl]-5-methyl-4,5-dihydro-3(2H)-pyridazinone (1.46 g, 0.004 mol), 1-[4-[2-(cyclopropylmethoxy)ethyl]phenoxy]-2,3-epoxypropane (2.0 g, 0.008 mol) (British Pat. No. 1,515,978) and n-propanol was stirred and heated under reflux for 22 hours. Evaporation of the solvent under reduced pressure gave an oily residue which was purified by elution from a silica column with chloroform/methanol mixtures to give 6-[4-[3-[2-hydroxy-3-[4-(2-(cyclopropylmethoxy)et... The reactants are BrCC1=C(C=C(C(=O)O)C=C1)[N+](=O)[O-] (4-Bromomethyl-3-nitrobenzoic acid), N1CCCC1 (pyrrolidine). Solvent: ClCCl (dichloromethane). Product: NC=1C=C(C(=O)O)C=CC1CN1CCCC1 (3-amino-4-(1-pyrrolidinylmethyl)benzoic acid). Yield: 85.0%. RXN SMILES: Br[CH2:2][C:3]1[CH:11]=[CH:10][C:6]([C:7]([OH:9])=[O:8])=[CH:5][C:4]=1[N+:12]([O-])=O.[NH:15]1[CH2:19][CH2:18][CH2:17][CH2:16]1>ClCCl>[NH2:12][C:4]1[CH:5]=[C:6]([CH:10]=[CH:11][C:3]=1[CH2:2][N:15]1[CH2:19][CH2:18][CH2:17][CH2:16]1)[C:7]([OH:9])=[O:8]. Procedure: 4-Bromomethyl-3-nitrobenzoic acid (10 g) is dissolved in dichloromethane (100 ml) and thereto is added dropwise pyrrolidine (8 g) with stirring under ice cooling, and the mixture is stirred at room temperature for 30 minutes. Dichloromethane is distilled off under reduced pressure, and the residue is dissolved in conc. hydrochloric acid (40 ml) and thereto is added water (10 ml) with stirring under ice cooling and further is added tin (5.4 g), and the mixture is stirred under ice cooling for 1.5... Reactants: ClCCl, O=[N+]([O-])c1ccc(F)cc1, C1CNCCNC1. The product is O=[N+]([O-])c1ccc(N2CCCNCC2)cc1. Reaction SMILES: [Cl:18][CH2:19][Cl:20].[F:8][c:9]1[cH:10][cH:11][c:12]([N+:15](=[O:16])[O-:17])[cH:13][cH:14]1.[NH:1]1[CH2:2][CH2:3][NH:4][CH2:5][CH2:6][CH2:7]1>>[N:1]1([c:9]2[cH:10][cH:11][c:12]([N+:15](=[O:16])[O-:17])[cH:13][cH:14]2)[CH2:2][CH2:3][NH:4][CH2:5][CH2:6][CH2:7]1. Reactants: CO, Cn1nc(OCCOc2ncc(Cl)cn2)c(-c2ccc3c(c2)OCO3)c1N(S(=O)(=O)c1ccccc1)S(=O)(=O)c1ccccc1. Product: Cn1nc(OCCOc2ncc(Cl)cn2)c(-c2ccc3c(c2)OCO3)c1NS(=O)(=O)c1ccccc1. RXN SMILES: [CH3:46][OH:47].[O:1]1[CH2:2][O:3][c:4]2[c:5]1[cH:6][cH:7][c:8](-[c:10]1[c:11]([O:35][CH2:36][CH2:37][O:38][c:39]3[n:40][cH:41][c:42]([Cl:45])[cH:43][n:44]3)[n:12][n:13]([CH3:34])[c:14]1[N:15]([S:16](=[O:17])(=[O:18])[c:19]1[cH:20][cH:21][cH:22][cH:23][cH:24]1)[S:25]([c:26]1[cH:27][cH:28][cH:29][cH:30][cH:31]1)(=[O:32])=[O:33])[cH:9]2>>[O:1]1[CH2:2][O:3][c:4]2[c:5]1[cH:6][cH:7][c:8](-[c:10]1[c:11]([O:35][CH2:36][CH2:37][O:38][c:39]3[n:40][cH:41][c:42]([Cl:45])[cH:43][n:44]3)[n:12][n:13]([CH3:34])[c:14]1[NH:15][S:16](=[O:17])(=[O:18])[c:19]1[cH:20][cH:21][cH:22][cH:23][cH:24]1)[cH:9]2. Starting materials: C(#N)C1=CC(=C(C=C1)C1C(=C(NC=2C=CNC(C12)=O)C)C(=O)OCCC#N)OC (2-Cyanoethyl 4-(4-cyano-2-methoxyphenyl)-2-methyl-5-oxo-1,4,5,6-tetrahydro-1,6-naphthyridine-3-carboxylate), C(OCC)(OCC)OCC (triethyl orthoformate). Reagents/catalysts: S(O)(O)(=O)=O (sulfuric acid). Run at temperature 130 celsius, time 8 hour. Product: C(#N)C1=CC(=C(C=C1)C1C(=C(NC2=CC=NC(=C12)OCC)C)C(=O)OCCC#N)OC (2-Cyanoethyl 4-(4-cyano-2-methoxyphenyl)-5-ethoxy-2-methyl-1,4-dihydro-1,6-naphthyridine-3-carboxylate). As a reaction SMILES: [C:1]([C:3]1[CH:8]=[CH:7][C:6]([CH:9]2[C:18]3[C:17](=[O:19])[NH:16][CH:15]=[CH:14][C:13]=3[NH:12][C:11]([CH3:20])=[C:10]2[C:21]([O:23][CH2:24][CH2:25][C:26]#[N:27])=[O:22])=[C:5]([O:28][CH3:29])[CH:4]=1)#[N:2].C(OCC)(OCC)O[CH2:32][CH3:33]>S(=O)(=O)(O)O>[C:1]([C:3]1[CH:8]=[CH:7][C:6]([CH:9]2[C:18]3[C:13](=[CH:14][CH:15]=[N:16][C:17]=3[O:19][CH2:32][CH3:33])[NH:12][C:11]([CH3:20])=[C:10]2[C:21]([O:23][CH2:24][CH2:25][C:26]#[N:27])=[O:22])=[C:5]([O:28][CH3:29])[CH:4]=1)#[N:2]. Procedure: 10.00 g (25.62 mmol) of the compound from Example 20A are suspended in 250 ml of triethyl orthoformate and heated to 130° C. Then, over a total period of 8 hours, 15 drops of concentrated sulfuric acid are added each hour to the reaction mixture. It is then stirred at the same temperature overnight. After cooling, excess orthoester is removed in a rotary evaporator, and the crude product is purified by column chromatography (silica gel; mobile phase: cyclohexane/ethyl acetate 1:1). 7.20 g (65% o... The reactants are CC[SiH](CC)CC, ClCCl, O=C(O)C(F)(F)F, CN(C)c1ccc(C(O)c2cc3ccccc3s2)cc1. Product: CN(C)c1ccc(Cc2cc3ccccc3s2)cc1. Reaction SMILES: [CH2:21]([SiH:22]([CH2:23][CH3:24])[CH2:25][CH3:26])[CH3:27].[Cl:35][CH2:36][Cl:37].[F:28][C:29]([F:30])([F:31])[C:32]([OH:33])=[O:34].[s:1]1[c:2]2[c:3]([cH:4][c:5]1[CH:6]([c:7]1[cH:8][cH:9][c:10]([N:13]([CH3:14])[CH3:15])[cH:11][cH:12]1)[OH:16])[cH:17][cH:18][cH:19][cH:20]2>>[s:1]1[c:2]2[c:3]([cH:4][c:5]1[CH2:6][c:7]1[cH:8][cH:9][c:10]([N:13]([CH3:14])[CH3:15])[cH:11][cH:12]1)[cH:17][cH:18][cH:19][cH:20]2.